This data is from the Open Reaction Database (ORD), a public repository of structured organic reaction records. The task is: describe an organic reaction: reactants, conditions, products, and yield The reactants are CC(C(CC#N)=O)(C)C (4,4-dimethyl-3-oxo-pentanenitrile), Cl.COC=1C=C(C=CC1)NN (3-methoxy-phenylhydrazine hydrochloride), C(C)(=O)O (acetic acid). Run in C(C)O (ethanol). Run at time 30 minute. The product is Cl.C(C)(C)(C)C=1C=C(N(N1)C1=CC(=CC=C1)OC)N (5-tert-butyl-2-(3-methoxy-phenyl)-2H-pyrazol-3-ylamine hydrochloride). The yield is 48.4%. As a reaction SMILES: [CH3:1][C:2]([CH3:9])([CH3:8])[C:3](=O)[CH2:4][C:5]#[N:6].[ClH:10].[CH3:11][O:12][C:13]1[CH:14]=[C:15]([NH:19][NH2:20])[CH:16]=[CH:17][CH:18]=1.C(O)(=O)C>C(O)C>[ClH:10].[C:2]([C:3]1[CH:4]=[C:5]([NH2:6])[N:19]([C:15]2[CH:16]=[CH:17][CH:18]=[C:13]([O:12][CH3:11])[CH:14]=2)[N:20]=1)([CH3:9])([CH3:8])[CH3:1] |f:1.2,5.6|. Reported procedure: To a solution of 4,4-dimethyl-3-oxo-pentanenitrile (5.0 g, 40 mmol) and 3-methoxy-phenylhydrazine hydrochloride (7.0 g, 40 mmol) in anhydrous ethanol (200 mL) was added acetic acid (1.2 mL). The reaction mixture was heated at reflux overnight, then cooled to room temperature and concentrated at reduced pressure. The residue was combined with ethyl acetate (200 mL), and washed with saturated aq NaHCO3, water, and brine. The solution was dried over Na2SO4, evaporated at reduced pressure and the so... Reactants: FC(C#CC(F)(F)F)(F)F (Hexafluoro-2-butyne), CC=1OC=CC1 (2-methylfuran), CC=1OC=CC1 (2-methylfuran). The product is CC12C(=C(C(C=C1)O2)C(F)(F)F)C(F)(F)F (1-Methyl-2,3-bis(trifluoromethyl)-7-oxabicyclo[2.2.1]hepta-2,5-diene). The yield is 91.4%. RXN SMILES: [F:1][C:2]([F:10])([F:9])[C:3]#[C:4][C:5]([F:8])([F:7])[F:6].[CH3:11][C:12]1[O:13][CH:14]=[CH:15][CH:16]=1>>[CH3:11][C:12]12[O:13][CH:14]([CH:15]=[CH:16]1)[C:3]([C:2]([F:10])([F:9])[F:1])=[C:4]2[C:5]([F:8])([F:7])[F:6]. Procedure: Hexafluoro-2-butyne (21.0 g, 0.13 mol) was transferred into a reaction bottle and 2-methylfuran (12.86 g, 0.157 mol) was added. This resulting mixture bottle was sealed and heated for 15 hr. at 120° C. After cooling, the excess 2-methylfuran was rotoevaporated in vacuo at rt, to give crude title product (29 g, 92%), which was used directly. Starting materials: CC(=O)[O-], CN(C)C=O, [K+], O, CC(=O)C1=CCC2C3CCC4CC(OS(=O)(=O)c5ccc(C)cc5)CCC4(C)C3C(=O)CC12C. Product: CC(=O)C1=CCC2C3CCC4CC(O)CCC4(C)C3C(=O)CC12C. As a reaction SMILES: [CH3:36][C:37](=[O:38])[O-:39].[CH3:40][N:41]([CH3:42])[CH:43]=[O:44].[K+:35].[OH2:45].[c:1]1([CH3:2])[cH:3][cH:4][c:5]([S:6](=[O:7])(=[O:8])[O:10][CH:11]2[CH2:12][CH:13]3[CH2:14][CH2:15][CH:16]4[CH:17]5[CH2:18][CH:19]=[C:20]([C:21]([CH3:22])=[O:23])[C:24]5([CH3:33])[CH2:25][C:26](=[O:32])[CH:27]4[C:28]3([CH3:31])[CH2:29][CH2:30]2)[cH:9][cH:34]1>>[OH:10][CH:11]1[CH2:12][CH:13]2[CH2:14][CH2:15][CH:16]3[CH:17]4[CH2:18][CH:19]=[C:20]([C:21]([CH3:22])=[O:23])[C:24]4([CH3:33])[CH2:25][C:26](=[O:32])[CH:27]3[C:28]2([CH3:31])[CH2:29][CH2:30]1. Starting materials: C#Cc1ccc2ccccc2c1, O=C([O-])[O-], COc1cc(Cc2cnc(N)nc2N)cc(I)c1OC, CN(C)C=O, [Cu]I, [K+], [K+], O, c1ccc(P(c2ccccc2)c2ccccc2)cc1. The product is COc1cc(Cc2cnc(N)nc2N)cc(C#Cc2ccc3ccccc3c2)c1OC. Reaction SMILES: [C:21](#[CH:22])[c:23]1[cH:24][c:25]2[cH:26][cH:27][cH:28][cH:29][c:30]2[cH:31][cH:32]1.[C:33](=[O:34])([O-:35])[O-:36].[CH3:1][O:2][c:3]1[cH:4][c:5]([CH2:6][c:7]2[c:8]([NH2:14])[n:9][c:10]([NH2:13])[n:11][cH:12]2)[cH:15][c:16]([I:20])[c:17]1[O:18][CH3:19].[CH3:58][N:59]([CH3:60])[CH:61]=[O:62].[Cu:63][I:64].[K+:37].[K+:38].[OH2:65].[c:39]1([P:40]([c:41]2[cH:42][cH:43][cH:44][cH:45][cH:46]2)[c:47]2[cH:48][cH:49][cH:50][cH:51][cH:52]2)[cH:53][cH:54][cH:55][cH:56][cH:57]1>>[CH3:1][O:2][c:3]1[cH:4][c:5]([CH2:6][c:7]2[c:8]([NH2:14])[n:9][c:10]([NH2:13])[n:11][cH:12]2)[cH:15][c:16]([C:22]#[C:21][c:23]2[cH:24][c:25]3[cH:26][cH:27][cH:28][cH:29][c:30]3[cH:31][cH:32]2)[c:17]1[O:18][CH3:19]. Reactants: C(C)C=1C=C(C=CC1[N+](=O)[O-])N (3-ethyl-4-nitrophenylamine), C(C(=C)C)(=O)Cl (methacryloyl chloride). Yields the product C(C)C=1C=C(C=CC1[N+](=O)[O-])NC(C(=C)C)=O (N-(3-Ethyl-4-nitrophenyl)-2-methylacrylamide). RXN SMILES: [CH2:1]([C:3]1[CH:4]=[C:5]([NH2:12])[CH:6]=[CH:7][C:8]=1[N+:9]([O-:11])=[O:10])[CH3:2].[C:13](Cl)(=[O:17])[C:14]([CH3:16])=[CH2:15]>>[CH2:1]([C:3]1[CH:4]=[C:5]([NH:12][C:13](=[O:17])[C:14]([CH3:16])=[CH2:15])[CH:6]=[CH:7][C:8]=1[N+:9]([O-:11])=[O:10])[CH3:2]. Procedure details: N-(3-Ethyl-4-nitrophenyl)-2-methylacrylamide was prepared as described in Example 1a starting from 3-ethyl-4-nitrophenylamine (W. Pfleiderer et al. U.S. 2002/0146737 A1) and methacryloyl chloride. The crude product was purified by flash chromatography using heptane/ethyl acetate (9:1) as an eluent. 1H NMR (400 MHz, DMSO-d6): 1.22 (3H, t, 3J=7.4 Hz), 1.97 (3H, s), 2.87 (2H, q, 3J=7.4 Hz), 5.62 (1H, s), 5.88 (1H, s), 7.81 (1H, dd, 3J=8.9 Hz, 4J=2.3 Hz), 7.83 (1H, d, 4J=2.2 Hz), 8.00 (1H, d, 3J=8.8... Reactants: C=CCOc1ccc(CC(=O)NCC(=O)OC)cc1Cl, CCO, [H][H]. Product: CCCOc1ccc(CC(=O)NCC(=O)OC)cc1Cl. Reaction SMILES: [CH3:1][O:2][C:3]([CH2:4][NH:5][C:6]([CH2:7][c:8]1[cH:9][c:10]([Cl:18])[c:11]([O:14][CH2:15][CH:16]=[CH2:17])[cH:12][cH:13]1)=[O:19])=[O:20].[CH3:23][CH2:24][OH:25].[H:21][H:22]>>[CH3:1][O:2][C:3]([CH2:4][NH:5][C:6]([CH2:7][c:8]1[cH:9][c:10]([Cl:18])[c:11]([O:14][CH2:15][CH2:16][CH3:17])[cH:12][cH:13]1)=[O:19])=[O:20]. Starting materials: C(C)OC(=O)C=1C=NC2=CC(=CC=C2C1OS(=O)(=O)C(F)(F)F)C(F)(F)F (4-Trifluoromethanesulfonyloxy-7-trifluoromethyl-quinoline-3-carboxylic acid ethyl ester), 4-ethylcarboxylphenylboronic acid, P(=O)([O-])([O-])[O-].[K+].[K+].[K+] (potassium phosphate), C(C)(=O)OCC (ethyl acetate). Reagents/catalysts: C=1C=CC(=CC1)[P](C=2C=CC=CC2)(C=3C=CC=CC3)[Pd]([P](C=4C=CC=CC4)(C=5C=CC=CC5)C=6C=CC=CC6)([P](C=7C=CC=CC7)(C=8C=CC=CC8)C=9C=CC=CC9)[P](C=1C=CC=CC1)(C=1C=CC=CC1)C=1C=CC=CC1 (tetrakis(triphenylphosphine)palladium(0)). Run in O1CCOCC1 (dioxane). Yields the product C(C)OC(=O)C=1C=NC2=CC(=CC=C2C1C1=CC=C(C=C1)C(=O)OCC)C(F)(F)F (4-(4-ethoxycarbonyl-phenyl)-7-trifluoromethyl-quinoline-3-carboxylic acid ethyl ester). Reaction SMILES: [CH2:1]([O:3][C:4]([C:6]1[CH:7]=[N:8][C:9]2[C:14]([C:15]=1OS(C(F)(F)F)(=O)=O)=[CH:13][CH:12]=[C:11]([C:24]([F:27])([F:26])[F:25])[CH:10]=2)=[O:5])[CH3:2].P([O-])([O-])([O-])=O.[K+].[K+].[K+].[C:36]([O:39][CH2:40][CH3:41])(=[O:38])[CH3:37]>O1CCOCC1.C1C=CC([P]([Pd]([P](C2C=CC=CC=2)(C2C=CC=CC=2)C2C=CC=CC=2)([P](C2C=CC=CC=2)(C2C=CC=CC=2)C2C=CC=CC=2)[P](C2C=CC=CC=2)(C2C=CC=CC=2)C2C=CC=CC=2)(C2C=CC=CC=2)C2C=CC=CC=2)=CC=1>[CH2:1]([O:3][C:4]([C:6]1[CH:7]=[N:8][C:9]2[C:14]([C:15]=1[C:9]1[CH:14]=[CH:13][C:37]([C:36]([O:39][CH2:40][CH3:41])=[O:38])=[CH:11][CH:10]=1)=[CH:13][CH:12]=[C:11]([C:24]([F:27])([F:26])[F:25])[CH:10]=2)=[O:5])[CH3:2] |f:1.2.3.4,^1:51,53,72,91|. Reported procedure: 4-Trifluoromethanesulfonyloxy-7-trifluoromethyl-quinoline-3-carboxylic acid ethyl ester (208 mg, 0.5 mmol), 4-ethylcarboxylphenylboronic acid (107 mg, 0.55 mmol), tetrakis(triphenylphosphine)palladium(0) (29 mg) and potassium phosphate (159 mg, 0.75 mmol) were heated together in dioxane (5 mL) to 80° C. overnight. The reaction mixture was then diluted with ethyl acetate and washed with brine twice. The organic layer was dried over sodium sulfate, concentrated, and the residue purified by flash c... Reactants: ClC1=C(C(=CC=C1)Cl)N1C(N(C2=NC(=NC=C2C1)S(=O)(=O)C)C)=O (3-(2,6-dichlorophenyl)-7-methanesulfonyl-3,4-dihydro-1-methylpyrimido[4,5-d]pyrimidin-2(1H)-one), C(C)N(CCOC1=CC=C(N)C=C1)CC (4-[2-(diethylamino)ethoxy]-aniline). Run at temperature 180 celsius. Yields the product ClC1=C(C(=CC=C1)Cl)N1C(N(C2=NC(=NC=C2C1)NC1=CC=C(C=C1)OCCN(CC)CC)C)=O (3-(2,6-dichlorophenyl)-7-[4-[2-(diethylamino)ethoxy]anilino]-3,4-dihydro-1-methylpyrimido[4,5-d]pyrimidin-2(1H)-one). Isolated yield 9.1%. Reaction SMILES: [Cl:1][C:2]1[CH:7]=[CH:6][CH:5]=[C:4]([Cl:8])[C:3]=1[N:9]1[CH2:18][C:17]2[C:12](=[N:13][C:14](S(C)(=O)=O)=[N:15][CH:16]=2)[N:11]([CH3:23])[C:10]1=[O:24].[CH2:25]([N:27]([CH2:38][CH3:39])[CH2:28][CH2:29][O:30][C:31]1[CH:37]=[CH:36][C:34]([NH2:35])=[CH:33][CH:32]=1)[CH3:26]>>[Cl:1][C:2]1[CH:7]=[CH:6][CH:5]=[C:4]([Cl:8])[C:3]=1[N:9]1[CH2:18][C:17]2[C:12](=[N:13][C:14]([NH:35][C:34]3[CH:33]=[CH:32][C:31]([O:30][CH2:29][CH2:28][N:27]([CH2:38][CH3:39])[CH2:25][CH3:26])=[CH:37][CH:36]=3)=[N:15][CH:16]=2)[N:11]([CH3:23])[C:10]1=[O:24]. Procedure: A mixture of 2.55 g (6.6 mmol) of 3-(2,6-dichlorophenyl)-7-methanesulfonyl-3,4-dihydro-1-methylpyrimido[4,5-d]pyrimidin-2(1H)-one and 7 g (34 mmol) of 4-[2-(diethylamino)ethoxy]-aniline was heated at 180° C. for 35 minutes and then cooled. The residue was chromatographed on silica gel using firstly 5% methanol in dichloromethane and then dichloromethane/methanol/acetic acid/water (240:24:3:2) for the elution. Product-containing fractions were combined and evaporated. The residue was evaporated w...